Dataset: the Open Reaction Database (ORD), a public repository of structured organic reaction records. Task: describe an organic reaction: reactants, conditions, products, and yield Reactants: CC1=CC(=CC2=C1C(OC(=N2)OC(C)C)=O)OCC2=CC=CC=C2 (5-methyl-7-benzyloxy-2-isopropoxy-4H-3,1-benzoxazin-4-one), [H][H] (hydrogen). Reagents/catalysts: [Pd] (palladium on charcoal). Run in C(C)(=O)OCC (ethyl acetate). Yields the product CC1=CC(=CC2=C1C(OC(=N2)OC(C)C)=O)O (5-methyl-7-hydroxy-2-isopropoxy-4H-3,1-benzoxazin-4-one). Yield: 63.6%. As a reaction SMILES: [CH3:1][C:2]1[C:7]2[C:8](=[O:16])[O:9][C:10]([O:12][CH:13]([CH3:15])[CH3:14])=[N:11][C:6]=2[CH:5]=[C:4]([O:17]CC2C=CC=CC=2)[CH:3]=1.[H][H]>C(OCC)(=O)C.[Pd]>[CH3:1][C:2]1[C:7]2[C:8](=[O:16])[O:9][C:10]([O:12][CH:13]([CH3:15])[CH3:14])=[N:11][C:6]=2[CH:5]=[C:4]([OH:17])[CH:3]=1. Reported procedure: A solution of 5-methyl-7-benzyloxy-2-isopropoxy-4H-3,1-benzoxazin-4-one (50 mg) in ethyl acetate (80 ml) was hydrogenated over 10% palladium on charcoal at 50 psi hydrogen on a Parr hydrogenator for 5 hours. The catalyst was removed by suction filtration through Celite. The filtrate was evaporated to give a white solid which was further purified by thick layer chromatography (30% ethyl acetate: pet. ether 30-60) to give 5-methyl-7-hydroxy-2-isopropoxy-4H-3,1-benzoxazin-4-one as a white solid (23... Reactants: CCOC(=O)c1ccc2c(C(=O)NCc3ccc(F)c(F)c3)c(C(C)C)n(Cc3ncco3)c2c1, CCO, [Na+], [OH-], O. Yields the product CC(C)c1c(C(=O)NCc2ccc(F)c(F)c2)c2ccc(C(=O)O)cc2n1Cc1ncco1. Reaction SMILES: [CH2:1]([CH3:2])[O:3][C:4](=[O:5])[c:6]1[cH:7][cH:8][c:9]2[c:10]([C:24]([NH:25][CH2:26][c:27]3[cH:28][c:29]([F:34])[c:30]([F:33])[cH:31][cH:32]3)=[O:35])[c:11]([CH:21]([CH3:22])[CH3:23])[n:12]([CH2:15][c:16]3[o:17][cH:18][cH:19][n:20]3)[c:13]2[cH:14]1.[CH3:39][CH2:40][OH:41].[Na+:37].[OH-:36].[OH2:38]>>[O:3]=[C:4]([OH:5])[c:6]1[cH:7][cH:8][c:9]2[c:10]([C:24]([NH:25][CH2:26][c:27]3[cH:28][c:29]([F:34])[c:30]([F:33])[cH:31][cH:32]3)=[O:35])[c:11]([CH:21]([CH3:22])[CH3:23])[n:12]([CH2:15][c:16]3[o:17][cH:18][cH:19][n:20]3)[c:13]2[cH:14]1. Starting materials: CSC(SC)=NC#N (dimethylcyanodithioimidocarbonate), NCCSCC1=NC=CC=C1Br (2-((2-aminoethyl)thiomethyl)-3-bromopyridine), Example 3 ( d ). Yields the product C(#N)NC(SC)=NCCSCC1=NC=CC=C1Br (N-cyano-N'-[2-((3-bromo-2-pyridyl)methylthio)ethyl]-S-methylisothiourea). As a reaction SMILES: CS[C:3](=[N:6][C:7]#[N:8])[S:4][CH3:5].[NH2:9][CH2:10][CH2:11][S:12][CH2:13][C:14]1[C:19]([Br:20])=[CH:18][CH:17]=[CH:16][N:15]=1>>[C:7]([NH:6][C:3](=[N:9][CH2:10][CH2:11][S:12][CH2:13][C:14]1[C:19]([Br:20])=[CH:18][CH:17]=[CH:16][N:15]=1)[S:4][CH3:5])#[N:8]. Procedure: Reaction of dimethylcyanodithioimidocarbonate with 2-((2-aminoethyl)thiomethyl)-3-bromopyridine by the procedure described in Example 3 (d) gave N-cyano-N'-[2-((3-bromo-2-pyridyl)methylthio)ethyl]-S-methylisothiourea and a mixture of this compound (1.4 g.) and 3-bromo-2-((2-aminoethyl)thiomethyl)pyridine (2.0 g.) was heated at 140° for 6 hours. The product crystallised upon treatment with isopropyl acetate and was recrystallised from aqueous isopropanol to give the title compound (1.1 g.), m.p. ... Reactants: FC(F)Cl, [Na+], C1COCCO1, [OH-], O, O=C(c1ccccc1)c1ccc(O)cc1. The product is O=C(c1ccccc1)c1ccc(OC(F)F)cc1. RXN SMILES: [F:18][CH:19]([Cl:20])[F:21].[Na+:17].[O:23]1[CH2:24][CH2:25][O:26][CH2:27][CH2:28]1.[OH-:16].[OH2:22].[OH:1][c:2]1[cH:3][cH:4][c:5]([C:6](=[O:7])[c:8]2[cH:9][cH:10][cH:11][cH:12][cH:13]2)[cH:14][cH:15]1>>[O:1]([c:2]1[cH:3][cH:4][c:5]([C:6](=[O:7])[c:8]2[cH:9][cH:10][cH:11][cH:12][cH:13]2)[cH:14][cH:15]1)[CH:19]([F:18])[F:21].